From a dataset of the Open Reaction Database (ORD), a public repository of structured organic reaction records. describe an organic reaction: reactants, conditions, products, and yield Reactants: COC1=CC(C(=O)O)=NC2=CC=C(C=C12)[N+](=O)[O-] (4-Methoxy-6-nitroquinaldic acid), N,N'-carbonyldiimidazole, NC1=NN=NN1 (5-Aminotetrazole). Solvent: CN(C=O)C (dimethylformamide). Yields the product COC1=CC(C(=O)NC2=NN=NN2)=NC2=CC=C(C=C12)[N+](=O)[O-] (4-Methoxy-6-nitro-N(1H-tetrazol- 5-yl)quinaldamide). As a reaction SMILES: [CH3:1][O:2][C:3]1[C:15]2[C:10](=[CH:11][CH:12]=[C:13]([N+:16]([O-:18])=[O:17])[CH:14]=2)[N:9]=[C:5]([C:6]([OH:8])=O)[CH:4]=1.[NH2:19][C:20]1[NH:24][N:23]=[N:22][N:21]=1>CN(C)C=O>[CH3:1][O:2][C:3]1[C:15]2[C:10](=[CH:11][CH:12]=[C:13]([N+:16]([O-:18])=[O:17])[CH:14]=2)[N:9]=[C:5]([C:6]([NH:19][C:20]2[NH:24][N:23]=[N:22][N:21]=2)=[O:8])[CH:4]=1. Procedure details: 4-Methoxy-6-nitroquinaldic acid (1 g) and N,N'-carbonyldiimidazole (0.7 g) in dimethylformamide (25 ml) were heated on a steam bath for 1 hour. 5-Aminotetrazole (0.7 g) was added and the mixture was heated for 30 minutes on a steam bath. 4-Methoxy-6-nitro-N(1H-tetrazol- 5-yl) quinaldamide, m.p. 308° was filtered off. Reactants: CCOCC, FC(F)(F)c1ccc(S)cc1, ICCCCCOc1ccc(C2=C(c3ccccc3)CCCc3cc(OC4CCCCO4)ccc32)cc1, [K+], C1CCOC1, [OH-]. The product is FC(F)(F)c1ccc(SCCCCCOc2ccc(C3=C(c4ccccc4)CCCc4cc(OC5CCCCO5)ccc43)cc2)cc1. RXN SMILES: [CH3:56][CH2:57][O:58][CH2:59][CH3:60].[F:40][C:41]([c:42]1[cH:43][cH:44][c:45]([SH:48])[cH:46][cH:47]1)([F:49])[F:50].[I:1][CH2:2][CH2:3][CH2:4][CH2:5][CH2:6][O:7][c:8]1[cH:9][cH:10][c:11]([C:14]2=[C:15]([c:32]3[cH:33][cH:34][cH:35][cH:36][cH:37]3)[CH2:16][CH2:17][CH2:18][c:19]3[c:20]2[cH:21][cH:22][c:23]([O:25][CH:26]2[O:27][CH2:28][CH2:29][CH2:30][CH2:31]2)[cH:24]3)[cH:12][cH:13]1.[K+:39].[O:51]1[CH2:52][CH2:53][CH2:54][CH2:55]1.[OH-:38]>>[CH2:2]([CH2:3][CH2:4][CH2:5][CH2:6][O:7][c:8]1[cH:9][cH:10][c:11]([C:14]2=[C:15]([c:32]3[cH:33][cH:34][cH:35][cH:36][cH:37]3)[CH2:16][CH2:17][CH2:18][c:19]3[c:20]2[cH:21][cH:22][c:23]([O:25][CH:26]2[O:27][CH2:28][CH2:29][CH2:30][CH2:31]2)[cH:24]3)[cH:12][cH:13]1)[S:48][c:45]1[cH:44][cH:43][c:42]([C:41]([F:40])([F:49])[F:50])[cH:47][cH:46]1. The reactants are CN1N=NN=C1S (1-Methyl-5-mercapto-1,2,3,4-tetrazole), C(C)N(CC)CCCCl (N,N-diethyl-3-chloropropylamine), C([O-])([O-])=O.[K+].[K+] (potassium carbonate), [I-].[K+] (potassium iodide). Solvent: CC(=O)C (acetone). Product: CN1N=NN=C1SCCCN(CC)CC (1-methyl-5-[3-(N,N-diethylamino)propylthio]-1,2,3,4-tetrazole). Yield: 23.7%. Reaction SMILES: [CH3:1][N:2]1[C:6]([SH:7])=[N:5][N:4]=[N:3]1.[CH2:8]([N:10]([CH2:13][CH2:14][CH2:15]Cl)[CH2:11][CH3:12])[CH3:9].C(=O)([O-])[O-].[K+].[K+].[I-].[K+]>CC(C)=O>[CH3:1][N:2]1[C:6]([S:7][CH2:15][CH2:14][CH2:13][N:10]([CH2:11][CH3:12])[CH2:8][CH3:9])=[N:5][N:4]=[N:3]1 |f:2.3.4,5.6|. Reported procedure: 1-Methyl-5-mercapto-1,2,3,4-tetrazole (2.4 g) and N,N-diethyl-3-chloropropylamine (3.0 g) are dissolved in acetone (50 ml). To the mixture are added potassium carbonate (2.8 g) and potassium iodide (0.1 g), and the mixture is refluxed for 4 hours. After acetone is distilled off, water is added to the residue and extracted with chloroform. The chloroform solution is washed with saturated aqueous sodium chloride and dried over sodium sulfate. After chloroform is distilled off, the residue is purif... Starting materials: BrC1=C(C=NN1C)C1=CC=CC=C1 (5-bromo-1-methyl-4-phenyl-1H-pyrazole), CC1=NOC(=C1B1OC(C)(C)C(C)(C)O1)C (3,5-Dimethylisoxazole-4-boronic acid pinacol ester), O1CCOCC1 (1,4-dioxane), C(C)(=O)[O-].[K+] (potassium acetate). The reagents and catalysts are C1=CC=C(C=C1)P([C-]2C=CC=C2)C3=CC=CC=C3.C1=CC=C(C=C1)P([C-]2C=CC=C2)C3=CC=CC=C3.Cl[Pd]Cl.[Fe+2] (Pd(dppf)Cl2). Solvent: CCOC(=O)C (EtOAc). Reaction conditions: temperature 100 celsius. Yields the product CN1N=CC(=C1B1OC(C(O1)(C)C)(C)C)C1=CC=CC=C1 (1-Methyl-4-phenyl-5-(4,4,5,5-tetramethyl-1,3,2-dioxaborolan-2-yl)-1H-pyrazole). Yield: 134.1%. As a reaction SMILES: Br[C:2]1[N:6]([CH3:7])[N:5]=[CH:4][C:3]=1[C:8]1[CH:13]=[CH:12][CH:11]=[CH:10][CH:9]=1.CC1C([B:20]2[O:28][C:25]([CH3:27])([CH3:26])[C:22]([CH3:24])([CH3:23])[O:21]2)=C(C)ON=1.O1CCOCC1.C([O-])(=O)C.[K+]>CCOC(C)=O.C1C=CC(P(C2C=CC=CC=2)[C-]2C=CC=C2)=CC=1.C1C=CC(P(C2C=CC=CC=2)[C-]2C=CC=C2)=CC=1.Cl[Pd]Cl.[Fe+2]>[CH3:7][N:6]1[C:2]([B:20]2[O:28][C:25]([CH3:27])([CH3:26])[C:22]([CH3:24])([CH3:23])[O:21]2)=[C:3]([C:8]2[CH:13]=[CH:12][CH:11]=[CH:10][CH:9]=2)[CH:4]=[N:5]1 |f:3.4,6.7.8.9|. Procedure: 5-bromo-1-methyl-4-phenyl-1H-pyrazole (87 mg, 0.37 mmol) and 3,5-Dimethylisoxazole-4-boronic acid pinacol ester (373 mg, 1.47 mmol) was added to a 1,4-dioxane (2 ml). To the above mixture were added Pd(dppf)Cl2 (27 mg, 0.037 mmol) and potassium acetate (181 mg, 1.85 mmol). The reaction mixture was heated at 100° C. for 2 h. The reaction mixture was then diluted with EtOAc (100 ml), washed with bring (50 ml×2). The organic solvent was evaporated and the residue was dissolved in DCM and purified w... The reactants are ON1C(C(C1CO)N1C(=O)N=C(NC(C2=CC=CC=C2)=O)C=C1)=O (1-N-Hydroxy-3-(N-benzoylcytosin-1-yl)-4-hydroxymethyl-2-azetidinone), COC1=CC=C(C(C2=CC=C(C=C2)OC)(C2=CC=CC=C2)Cl)C=C1 (4,4'-dimethoxytrityl chloride). Solvent: N1=CC=CC=C1 (pyridine). Reaction conditions: time 8 hour. Product: ON1C(C(C1COC(C1=CC=C(C=C1)OC)(C1=CC=C(C=C1)OC)C1=CC=CC=C1)N1C(=O)N=C(NC(C2=CC=CC=C2)=O)C=C1)=O (1-N-Hydroxy-3-(N-benzoylcytosin-1-yl)-4-(4,4'-dimethoxytrityloxymethyl)-2-azetidinone). As a reaction SMILES: [OH:1][N:2]1[CH:5]([CH2:6][OH:7])[CH:4]([N:8]2[CH:23]=[CH:22][C:12]([NH:13][C:14](=[O:21])[C:15]3[CH:20]=[CH:19][CH:18]=[CH:17][CH:16]=3)=[N:11][C:9]2=[O:10])[C:3]1=[O:24].[CH3:25][O:26][C:27]1[CH:48]=[CH:47][C:30]([C:31](Cl)([C:40]2[CH:45]=[CH:44][CH:43]=[CH:42][CH:41]=2)[C:32]2[CH:37]=[CH:36][C:35]([O:38][CH3:39])=[CH:34][CH:33]=2)=[CH:29][CH:28]=1>N1C=CC=CC=1>[OH:1][N:2]1[CH:5]([CH2:6][O:7][C:31]([C:40]2[CH:45]=[CH:44][CH:43]=[CH:42][CH:41]=2)([C:32]2[CH:37]=[CH:36][C:35]([O:38][CH3:39])=[CH:34][CH:33]=2)[C:30]2[CH:29]=[CH:28][C:27]([O:26][CH3:25])=[CH:48][CH:47]=2)[CH:4]([N:8]2[CH:23]=[CH:22][C:12]([NH:13][C:14](=[O:21])[C:15]3[CH:20]=[CH:19][CH:18]=[CH:17][CH:16]=3)=[N:11][C:9]2=[O:10])[C:3]1=[O:24]. Procedure: 1-N-Hydroxy-3-(N-benzoylcytosin-1-yl)-4-hydroxymethyl-2-azetidinone (10 mmole) is dissolved in pyridine (20 ml) and 4,4'-dimethoxytrityl chloride (12 mmole) is added and stirred under argon for 8 hours. The reaction mixture is concentrated under reduced pressure. The crude product is purified by flash chromatorgraphy using silica gel and ethyl acetate/dichloromethane/1% triethylamine as eluants to give the title compound. Reactants: [Li]CCCC, C1CCOC1, CCCCCC, O=C(Cl)OCc1ccccc1, O=C1CCC(Cc2ccc(-c3ccccc3)cc2)N1. The product is O=C1CCC(Cc2ccc(-c3ccccc3)cc2)N1C(=O)OCc1ccccc1. RXN SMILES: [CH2:20]([Li:21])[CH2:22][CH2:23][CH3:24].[CH2:36]1[O:37][CH2:38][CH2:39][CH2:40]1.[CH3:41][CH2:42][CH2:43][CH2:44][CH2:45][CH3:46].[Cl:25][C:26](=[O:27])[O:28][CH2:29][c:30]1[cH:31][cH:32][cH:33][cH:34][cH:35]1.[c:1]1(-[c:14]2[cH:15][cH:16][cH:17][cH:18][cH:19]2)[cH:2][cH:3][c:4]([CH2:7][CH:8]2[CH2:9][CH2:10][C:11](=[O:13])[NH:12]2)[cH:5][cH:6]1>>[c:1]1(-[c:14]2[cH:15][cH:16][cH:17][cH:18][cH:19]2)[cH:2][cH:3][c:4]([CH2:7][CH:8]2[CH2:9][CH2:10][C:11](=[O:13])[N:12]2[C:26](=[O:27])[O:28][CH2:29][c:30]2[cH:31][cH:32][cH:33][cH:34][cH:35]2)[cH:5][cH:6]1.